This data is from the Open Reaction Database (ORD), a public repository of structured organic reaction records. The task is: describe an organic reaction: reactants, conditions, products, and yield Starting materials: CC(C)O, CC(C)OC(OC(C)C)OC(C)C, [Na+], O=C1CCCC1, O, O=S(=O)([O-])O. Product: CC(C)OC1=CCCC1. RXN SMILES: [CH:20]([OH:21])([CH3:22])[CH3:23].[CH:7]([O:8][CH:12]([CH3:13])[CH3:14])([O:15][CH:16]([CH3:17])[CH3:18])[O:19][CH:9]([CH3:10])[CH3:11].[Na+:30].[O:1]=[C:2]1[CH2:3][CH2:4][CH2:5][CH2:6]1.[OH2:24].[S:25]([O-:26])([OH:27])(=[O:28])=[O:29]>>[O:1]([C:2]1=[CH:3][CH2:4][CH2:5][CH2:6]1)[CH:9]([CH3:10])[CH3:11]. Starting materials: [Br-], CCCC[N+](CCCC)(CCCC)CCCC, BrC1CCCC1, [K+], [K+], O=C([O-])[O-], COc1cc(C=O)ccc1O, C1CCOC1, O, O. Yields the product COc1cc(C=O)ccc1OC1CCCC1. Reaction SMILES: [Br-:24].[CH3:25][CH2:26][CH2:27][CH2:28][N+:29]([CH2:30][CH2:31][CH2:32][CH3:33])([CH2:34][CH2:35][CH2:36][CH3:37])[CH2:38][CH2:39][CH2:40][CH3:41].[CH:12]1([Br:17])[CH2:13][CH2:14][CH2:15][CH2:16]1.[K+:18].[K+:19].[O-:20][C:21]([O-:22])=[O:23].[O:1]=[CH:2][c:3]1[cH:4][c:5]([O:6][CH3:7])[c:8]([OH:9])[cH:10][cH:11]1.[O:43]1[CH2:44][CH2:45][CH2:46][CH2:47]1.[OH2:42].[OH2:48]>>[O:1]=[CH:2][c:3]1[cH:4][c:5]([O:6][CH3:7])[c:8]([O:9][CH:12]2[CH2:13][CH2:14][CH2:15][CH2:16]2)[cH:10][cH:11]1.